The task is: describe an organic reaction: reactants, conditions, products, and yield. This data is from the Open Reaction Database (ORD), a public repository of structured organic reaction records. Starting materials: CC=1C(=NC(=NC1C)Cl)O (5,6-dimethyl-2-chloro-4-hydroxypyrimidine), C1NCCC2=CC=CC=C12 (1,2,3,4-tetrahydroisoquinoline). Yields the product CC=1C(=NC(=NC1C)N1CC2=CC=CC=C2CC1)O (5,6-Dimethyl-2-(1,2,3,4-tetrahydroisoquinolin-2-yl)-4-hydroxypyrimidine). Yield: 80.8%. Reaction SMILES: [CH3:1][C:2]1[C:3]([OH:10])=[N:4][C:5](Cl)=[N:6][C:7]=1[CH3:8].[CH2:11]1[C:20]2[C:15](=[CH:16][CH:17]=[CH:18][CH:19]=2)[CH2:14][CH2:13][NH:12]1>>[CH3:1][C:2]1[C:3]([OH:10])=[N:4][C:5]([N:12]2[CH2:13][CH2:14][C:15]3[C:20](=[CH:19][CH:18]=[CH:17][CH:16]=3)[CH2:11]2)=[N:6][C:7]=1[CH3:8]. Reported procedure: In accordance with the same procedure as in Step 2 of Example 57, except that 5,6-dimethyl-2-chloro-4-hydroxypyrimidine (6.0 g, 37.8 mmol) prepared in the Step 2 of Example 65 and 1,2,3,4-tetrahydroisoquinoline(10 ml, 79.9 mmol) were used as starting materials, 7.8 g of the titled compound was prepared. (Yield: 81%) Reactants: C(C=O)(=O)OC (methyl glyoxylate), COC=C(C=CC)C (1-methoxy-2-methyl-1,3-pentadiene). Solvent: C(O)([O-])=O.[Na+] (sodium hydrogencarbonate). Run at temperature -70 celsius, time 1 hour. The product is COC1OC(C(C=C1C)C)C(=O)OC (2-methoxy-6-methoxycarbonyl-3,5-dimethyl-5,6-dihydropyran). Isolated yield 54.0%. RXN SMILES: [C:1]([O:5][CH3:6])(=[O:4])[CH:2]=[O:3].[CH3:7][O:8][CH:9]=[C:10]([CH3:14])[CH:11]=[CH:12][CH3:13]>C(=O)([O-])O.[Na+]>[CH3:7][O:8][CH:9]1[C:10]([CH3:14])=[CH:11][CH:12]([CH3:13])[CH:2]([C:1]([O:5][CH3:6])=[O:4])[O:3]1 |f:2.3|. Reported procedure: In the same manner as in Example 1, a solution of an (R)-binaphthol-dichlorotitanium complex was obtained. This solution was cooled to -70° C. in a dry ice-acetone bath. To this solution were successively added 88 mg (1 mmole) of methyl glyoxylate and 224 mg (2 mmole) of 1-methoxy-2-methyl-1,3-pentadiene. Reaction was then allowed to proceed at -30° C. for 1 hour, and 10 ml of a sodium hydrogencarbonate aqueous solution was added to the reaction mixture to terminate the reaction. This reaction m... Reactants: [OH-].[Na+] (sodium hydroxide), N(=NC(=O)OC(C)C)C(=O)OC(C)C (diisopropyl azodicarboxylate), C1(=CC=CC=C1)C (toluene), C(C1=CC=CC=C1)O[C@H]1[C@@H](O[C@@H]([C@H]([C@@H]1OCC1=CC=CC=C1)OCC1=CC=CC=C1)COCC1=CC=CC=C1)C1=C(C=C(C(=C1)CC1=CC=C(C=C1)CCO)Cl)OCC1=CC=CC=C1 ((1S)-1,5-anhydro-2,3,4,6-tetra-O-benzyl-1-[2-(benzyloxy)-4-chloro-5-[4-(2-hydroxyethyl)benzyl]phenyl]-D-glucitol), C1(=CC=CC=C1)P(C1=CC=CC=C1)C1=CC=CC=C1 (triphenyl phosphine), C1(C=2C(C(N1)=O)=CC=CC2)=O (phthalimide), O.NN (hydrazine monohydrate). Solvent: CO (methanol), O1CCCC1 (tetrahydrofuran). Reaction conditions: time 1.5 hour. Product: NCCC1=CC=C(CC=2C(=CC(=C(C2)[C@H]2[C@H](OCC3=CC=CC=C3)[C@@H](OCC3=CC=CC=C3)[C@H](OCC3=CC=CC=C3)[C@H](O2)COCC2=CC=CC=C2)OCC2=CC=CC=C2)Cl)C=C1 ((1S)-1-[5-[4-(2-aminoethyl)benzyl]-2-(benzyloxy)-4-chlorophenyl]-1,5-anhydro-2,3,4,6-tetra-O-benzyl-D-glucitol). The yield is 49.8%. RXN SMILES: [CH2:1]([O:8][C@@H:9]1[C@@H:14]([O:15][CH2:16][C:17]2[CH:22]=[CH:21][CH:20]=[CH:19][CH:18]=2)[C@H:13]([O:23][CH2:24][C:25]2[CH:30]=[CH:29][CH:28]=[CH:27][CH:26]=2)[C@@H:12]([CH2:31][O:32][CH2:33][C:34]2[CH:39]=[CH:38][CH:37]=[CH:36][CH:35]=2)[O:11][C@H:10]1[C:40]1[CH:45]=[C:44]([CH2:46][C:47]2[CH:52]=[CH:51][C:50]([CH2:53][CH2:54]O)=[CH:49][CH:48]=2)[C:43]([Cl:56])=[CH:42][C:41]=1[O:57][CH2:58][C:59]1[CH:64]=[CH:63][CH:62]=[CH:61][CH:60]=1)[C:2]1[CH:7]=[CH:6][CH:5]=[CH:4][CH:3]=1.C1(P(C2C=CC=CC=2)C2C=CC=CC=2)C=CC=CC=1.C1(=O)[NH:88]C(=O)C2=CC=CC=C12.N(C(OC(C)C)=O)=NC(OC(C)C)=O.C1(C)C=CC=CC=1.O.NN.[OH-].[Na+]>CO.O1CCCC1>[NH2:88][CH2:54][CH2:53][C:50]1[CH:51]=[CH:52][C:47]([CH2:46][C:44]2[C:43]([Cl:56])=[CH:42][C:41]([O:57][CH2:58][C:59]3[CH:64]=[CH:63][CH:62]=[CH:61][CH:60]=3)=[C:40]([C@@H:10]3[O:11][C@H:12]([CH2:31][O:32][CH2:33][C:34]4[CH:39]=[CH:38][CH:37]=[CH:36][CH:35]=4)[C@@H:13]([O:23][CH2:24][C:25]4[CH:26]=[CH:27][CH:28]=[CH:29][CH:30]=4)[C@H:14]([O:15][CH2:16][C:17]4[CH:18]=[CH:19][CH:20]=[CH:21][CH:22]=4)[C@H:9]3[O:8][CH2:1][C:2]3[CH:3]=[CH:4][CH:5]=[CH:6][CH:7]=3)[CH:45]=2)=[CH:48][CH:49]=1 |f:5.6,7.8|. Procedure details: To a tetrahydrofuran solution (2.0 mL) of (1S)-1,5-anhydro-2,3,4,6-tetra-O-benzyl-1-[2-(benzyloxy)-4-chloro-5-[4-(2-hydroxyethyl)benzyl]phenyl]-D-glucitol (79.0 mg, 0.090 mmol), triphenyl phosphine (53.1 mg, 0.203 mmol), and phthalimide (23.9 mg, 0.162 mmol) cooled in ice was added a 40% diisopropyl azodicarboxylate solution in toluene (386 μL, 0.203 mmol) under nitrogen atmosphere. After the reaction solution was stirred at room temperature for 1.5 hours, methanol (1 mL) was added thereto. Then... Starting materials: C1CC(=O)N(C1=O)Cl (NCS), COC1=CC=C2CCNC(C2=C1)=O (7-methoxy-3,4-dihydroisoquinolin-1(2H)-one), C(=O)([O-])[O-].[Na+].[Na+] (Na2CO3). Run in OS(=O)(=O)O (H2SO4). Run at time 8 hour. Product: ClC=1C(=CC=C2CCNC(C12)=O)OC (8-chloro-7-methoxy-3,4-dihydroisoquinolin-1(2H)-one). The yield is 49.9%. Reaction SMILES: [CH3:1][O:2][C:3]1[CH:12]=[C:11]2[C:6]([CH2:7][CH2:8][NH:9][C:10]2=[O:13])=[CH:5][CH:4]=1.C1C(=O)N([Cl:21])C(=O)C1.C([O-])([O-])=O.[Na+].[Na+]>OS(O)(=O)=O>[Cl:21][C:12]1[C:3]([O:2][CH3:1])=[CH:4][CH:5]=[C:6]2[C:11]=1[C:10](=[O:13])[NH:9][CH2:8][CH2:7]2 |f:2.3.4|. Procedure: To a mixture of 7-methoxy-3,4-dihydroisoquinolin-1(2H)-one (1c, 13.0 g, 73.9 mmol) in conc. H2SO4 (120 mL) was added portionwise NCS (10.4 g, 77.6 mmol) at 0° C. The reaction mixture was warmed to room temperature and stirred overnight. The reaction mixture was poured onto ice-water (200 mL). The solution was basified with Na2CO3 (s) to pH 8. The reaction mixture was extracted with EtOAc (2×200 mL). The combined organic layers were washed with brine (300 mL), dried over Na2SO4 and concentrated u... Reactants: BrCC(=O)C1=CC(=C(C=C1)OCC1=CC=CC=C1)OCC1=CC=CC=C1 (2-bromo-3',4'-bis(benzyloxy)acetophenone), NC(CNC(CC1=CC=CC=C1)=O)(C)C (N-(2-amino-2-methylpropyl)-2-phenylacetamide). Run in O1CCOCC1 (dioxan), CCOCC (ether). Yields the product Br.CC(CNC(CC1=CC=CC=C1)=O)(C)NCC(=O)C1=CC(=C(C=C1)OCC1=CC=CC=C1)OCC1=CC=CC=C1 (2-[1,1-dimethyl-2-(2-phenylacetamido)ethyl]amino-3',4'-bis(benzyloxy)acetophenone hydrobromide). RXN SMILES: [Br:1][CH2:2][C:3]([C:5]1[CH:10]=[CH:9][C:8]([O:11][CH2:12][C:13]2[CH:18]=[CH:17][CH:16]=[CH:15][CH:14]=2)=[C:7]([O:19][CH2:20][C:21]2[CH:26]=[CH:25][CH:24]=[CH:23][CH:22]=2)[CH:6]=1)=[O:4].[NH2:27][C:28]([CH3:41])([CH3:40])[CH2:29][NH:30][C:31](=[O:39])[CH2:32][C:33]1[CH:38]=[CH:37][CH:36]=[CH:35][CH:34]=1>O1CCOCC1.CCOCC>[BrH:1].[CH3:41][C:28]([NH:27][CH2:2][C:3]([C:5]1[CH:10]=[CH:9][C:8]([O:11][CH2:12][C:13]2[CH:18]=[CH:17][CH:16]=[CH:15][CH:14]=2)=[C:7]([O:19][CH2:20][C:21]2[CH:26]=[CH:25][CH:24]=[CH:23][CH:22]=2)[CH:6]=1)=[O:4])([CH3:40])[CH2:29][NH:30][C:31](=[O:39])[CH2:32][C:33]1[CH:38]=[CH:37][CH:36]=[CH:35][CH:34]=1 |f:4.5|. Procedure: A solution of 2-bromo-3',4'-bis(benzyloxy)acetophenone (5.24 g.) and N-(2-amino-2-methylpropyl)-2-phenylacetamide (5.5 g.) in dioxan (25 ml.) was stirred for 2 hours at room temperature. The reaction mixture was diluted with dry ether (200 ml.) and the precipitate of N-(2-amino-2-methylpropyl)-2-phenylacetamide hydrobromide was separated by filtration. The ethereal filtrate was washed with water (3×50 ml.), brine (100 ml.) dried (MgSO4) and then a fresh solution of saturated ethereal hydrogen br...